From a dataset of the Open Reaction Database (ORD), a public repository of structured organic reaction records. describe an organic reaction: reactants, conditions, products, and yield The reactants are C(C)(C)(C)C1=CC=C(C=C1)C1(C=CCC1)O (1-(4-t-butylphenyl)cyclopent-2-en-1-ol), C1(=CC=C(C=C1)S(=O)(=O)O)C (p-toluenesulphonic acid), solution, C(CCC)[Li] (n-butyllithium), CCCCCC (hexane). Run in C1(=CC=CC=C1)C (toluene). The product is C(C)(C)(C)C1=CC=C(C=C1)C1(C=CC=C1)[Li] (4-t-butylphenylcyclopentadienyllithium). Reaction SMILES: [C:1]([C:5]1[CH:10]=[CH:9][C:8]([C:11]2(O)[CH2:15][CH2:14][CH:13]=[CH:12]2)=[CH:7][CH:6]=1)([CH3:4])([CH3:3])[CH3:2].C1(C)C=CC(S(O)(=O)=O)=CC=1.C([Li:32])CCC.CCCCCC>C1(C)C=CC=CC=1>[C:1]([C:5]1[CH:10]=[CH:9][C:8]([C:11]2([Li:32])[CH:15]=[CH:14][CH:13]=[CH:12]2)=[CH:7][CH:6]=1)([CH3:4])([CH3:3])[CH3:2]. Reported procedure: A solution of 7 g of 1-(4-t-butylphenyl)cyclopent-2-en-1-ol (0.032 mole) and 0.1 g of p-toluenesulphonic acid (0.00058 mole) in 70 ml toluene was gently heated to 40° C. for 5 minutes. The mixture was washed with aqueous sodium hydroxide and subsequently with water. After drying the organic phase over magnesium sulphate for 2 hours, 20.3 ml of a solution of n-butyllithium in hexane (1.6 mole/liter, 0.032 mole n-butyllithium) was added. A precipitate was formed and the precipitate was washed thre... Reactants: Cl.FC(C1(N=C(NC1N(C(CCCCCC)=O)C)C1=CC=C(C=C1)F)C(F)(F)F)(F)F (N-[4,4-bis(trifluoromethyl)-2-(4-fluorophenyl)-4,5-dihydro-1H-imidazol-5-yl]-N-methylheptanamide hydrochloride), C([O-])([O-])=O.[K+].[K+] (potassium carbonate), N1CCCCC1 (piperidine), O (water). Run in CS(=O)C (dimethyl sulfoxide). Yields the product Cl.FC(C1(N=C(N(C1N(C(CCCCCC)=O)C)C)C1=CC=C(C=C1)N1CCCCC1)C(F)(F)F)(F)F (N-[4,4-bis(trifluoromethyl)-4,5-dihydro-1-methyl-2-[4-(1-piperidinyl)phenyl]-1H-imidazol-5-yl]-N-methylheptanamide, hydrochloride). The yield is 22.4%. RXN SMILES: [ClH:1].[F:2][C:3]([F:31])([F:30])[C:4]1([C:26]([F:29])([F:28])[F:27])[CH:8]([N:9]([CH3:18])[C:10](=[O:17])[CH2:11][CH2:12][CH2:13][CH2:14][CH2:15][CH3:16])[NH:7][C:6]([C:19]2[CH:24]=[CH:23][C:22](F)=[CH:21][CH:20]=2)=[N:5]1.[C:32](=O)([O-])[O-].[K+].[K+].[NH:38]1[CH2:43][CH2:42][CH2:41][CH2:40][CH2:39]1.O>CS(C)=O>[ClH:1].[F:2][C:3]([F:30])([F:31])[C:4]1([C:26]([F:29])([F:28])[F:27])[CH:8]([N:9]([CH3:18])[C:10](=[O:17])[CH2:11][CH2:12][CH2:13][CH2:14][CH2:15][CH3:16])[N:7]([CH3:32])[C:6]([C:19]2[CH:20]=[CH:21][C:22]([N:38]3[CH2:43][CH2:42][CH2:41][CH2:40][CH2:39]3)=[CH:23][CH:24]=2)=[N:5]1 |f:0.1,2.3.4,8.9|. Reported procedure: To a solution of N-[4,4-bis(trifluoromethyl)-2-(4-fluorophenyl)-4,5-dihydro-1H-imidazol-5-yl]-N-methylheptanamide hydrochloride (0.20 g, 0.4 mmole) in dimethyl sulfoxide (5 mL) was added potassium carbonate (0.29 g, 1.2 mmole) and piperidine (0.10 g, 1.2 mmole). The reaction mixture was heated at 145° overnight under nitrogen. The solution was cooled to room temperature, poured into water and extracted with ether. The ether layer was washed with 1N HCL to give unreacted starting material. The aq... Yields the product CC(c1ccc(N)cc1Cl)C(O)(c1ccnc(Cl)c1)C(F)(F)F. As a reaction SMILES: [CH3:1][N:2]1[C:3](=[O:4])[CH2:5][C:6](=[O:7])[N:8]([CH3:9])[C:10]1=[O:11].[Cl:12][c:13]1[c:14]([CH:26]([C:27]([C:28]([F:29])([F:30])[F:31])([OH:32])[c:33]2[cH:34][c:35]([Cl:39])[n:36][cH:37][cH:38]2)[CH3:40])[cH:15][cH:16][c:17]([N:19]([CH2:20][CH:21]=[CH2:22])[CH2:23][CH:24]=[CH2:25])[cH:18]1.[Cl:43][CH2:44][Cl:45].[Na+:42].[OH-:41].[Pd:46].[c:104]1([P:105]([c:106]2[cH:107][cH:108][cH:109][cH:110][cH:111]2)[c:112]2[cH:113][cH:114][cH:115][cH:116][cH:117]2)[cH:118][cH:119][cH:120][cH:121][cH:122]1.[c:47]1([P:48]([c:49]2[cH:50][cH:51][cH:52][cH:53][cH:54]2)[c:55]2[cH:56][cH:57][cH:58][cH:59][cH:60]2)[cH:61][cH:62][cH:63][cH:64][cH:65]1.[c:66]1([P:67]([c:68]2[cH:69][cH:70][cH:71][cH:72][cH:73]2)[c:74]2[cH:75][cH:76][cH:77][cH:78][cH:79]2)[cH:80][cH:81][cH:82][cH:83][cH:84]1.[c:85]1([P:86]([c:87]2[cH:88][cH:89][cH:90][cH:91][cH:92]2)[c:93]2[cH:94][cH:95][cH:96][cH:97][cH:98]2)[cH:99][cH:100][cH:101][cH:102][cH:103]1>>[Cl:12][c:13]1[c:14]([CH:26]([C:27]([C:28]([F:29])([F:30])[F:31])([OH:32])[c:33]2[cH:34][c:35]([Cl:39])[n:36][cH:37][cH:38]2)[CH3:40])[cH:15][cH:16][c:17]([NH2:19])[cH:18]1. The reactants are CN1C(=O)CC(=O)N(C)C1=O, C=CCN(CC=C)c1ccc(C(C)C(O)(c2ccnc(Cl)c2)C(F)(F)F)c(Cl)c1, ClCCl, [Na+], [OH-], [Pd], c1ccc(P(c2ccccc2)c2ccccc2)cc1, c1ccc(P(c2ccccc2)c2ccccc2)cc1, c1ccc(P(c2ccccc2)c2ccccc2)cc1, c1ccc(P(c2ccccc2)c2ccccc2)cc1. RXN SMILES: [C:1]([OH:6])(=[O:5])[CH:2]([CH3:4])[CH3:3].[S:7](Cl)(Cl)(=[O:9])=[O:8]>[W]>[CH3:3][CH:2]1[C:1](=[O:6])[O:5][S:7](=[O:9])(=[O:8])[CH2:4]1. Product: CC1CS(OC1=O)(=O)=O (4-METHYL-1,2-OXATHIOLANE-5-ONE-2,2-DIOXIDE). Reagents/catalysts: [W] (tungsten). Procedure details: 88 g. of isobutyric acid dissolved in 100 g. of sulfuryl chloride is heated at 80° C. and irradiated with a 300 watt tungsten lamp for 2 hours. Addition of ligroin precipitates an oil which has a boiling range 135°-140° at 4mm and is identified as 4-methyl-1,2-oxathiolane-5-one-2,2-dioxide by its equivalent weight, 75. Reactants: C(C(C)C)(=O)O (isobutyric acid), S(=O)(=O)(Cl)Cl (sulfuryl chloride), ligroin. Starting materials: COc1ccc(OCCCCCCBr)c(Cl)c1, CCOP(OCC)OCC. Yields the product CCOP(=O)(CCCCCCOc1ccc(OC)cc1Cl)OCC. Reaction SMILES: [Cl:1][c:2]1[c:3]([O:4][CH2:5][CH2:6][CH2:7][CH2:8][CH2:9][CH2:10][Br:11])[cH:12][cH:13][c:14]([O:16][CH3:17])[cH:15]1.[P:18]([O:19][CH2:20][CH3:21])([O:22][CH2:23][CH3:24])[O:25][CH2:26][CH3:27]>>[Cl:1][c:2]1[c:3]([O:4][CH2:5][CH2:6][CH2:7][CH2:8][CH2:9][CH2:10][P:18]([O:19][CH2:20][CH3:21])([O:22][CH2:23][CH3:24])=[O:25])[cH:12][cH:13][c:14]([O:16][CH3:17])[cH:15]1. The reactants are OC(CC(=O)OC)CC(\C=C\[Sn](CCCC)(CCCC)CCCC)O (E-methyl 3,5-dihydroxy-7-tributylstannyl-6-heptenoate), COC(C)(C)OC (2,2-dimethoxypropane), C1(=CC=C(C=C1)S(=O)(=O)[O-])C.[NH+]1=CC=CC=C1 (pyridinium p-toluene sulfonate). The solvent is C(Cl)Cl (methylene chloride), CCOCC (ether). Yields the product CC1(OC(CC(O1)CC(=O)OC)\C=C\[Sn](CCCC)(CCCC)CCCC)C (2,2-dimethyl-4-methoxycarbonylmethyl-6-[E-2-(tributylstannyl)ethenyl]-1,3-dioxane). Reaction SMILES: [OH:1][CH:2]([CH2:8][CH:9]([OH:25])/[CH:10]=[CH:11]/[Sn:12]([CH2:21][CH2:22][CH2:23][CH3:24])([CH2:17][CH2:18][CH2:19][CH3:20])[CH2:13][CH2:14][CH2:15][CH3:16])[CH2:3][C:4]([O:6][CH3:7])=[O:5].CO[C:28](OC)([CH3:30])[CH3:29].C1(C)C=CC(S([O-])(=O)=O)=CC=1.[NH+]1C=CC=CC=1>C(Cl)Cl.CCOCC>[CH3:29][C:28]1([CH3:30])[O:1][CH:2]([CH2:3][C:4]([O:6][CH3:7])=[O:5])[CH2:8][CH:9](/[CH:10]=[CH:11]/[Sn:12]([CH2:21][CH2:22][CH2:23][CH3:24])([CH2:13][CH2:14][CH2:15][CH3:16])[CH2:17][CH2:18][CH2:19][CH3:20])[O:25]1 |f:2.3|. Reported procedure: A mixture of E-methyl 3,5-dihydroxy-7-tributylstannyl-6-heptenoate (4.18 g), 2,2-dimethoxypropane (18 ml) and pyridinium p-toluene sulfonate (0.227 g) is stirred in anhydrous methylene chloride (4.5 ml) at room temperature for about 20 hours, diluted with ether, washed with saturated sodium bicarbonate solution then saturated sodium chloride solution. The organic solution is dried over magnesium sulfate, filtered and concentrated in vacuo. The crude product is purified by flash chromatography in... Reactants: CC(C)(C)[O-], CCOCC, CCOC=O, Cl, [K+], CC(C)(C)OC(=O)N1CCC2(CCCC2=O)CC1. Reaction SMILES: [CH3:24][C:25]([CH3:26])([O-:27])[CH3:28].[CH3:31][CH2:32][O:33][CH2:34][CH3:35].[CH:19](=[O:20])[O:21][CH2:22][CH3:23].[ClH:30].[K+:29].[O:1]=[C:2]1[CH2:3][CH2:4][CH2:5][C:6]12[CH2:7][CH2:8][N:9]([C:12](=[O:13])[O:14][C:15]([CH3:16])([CH3:17])[CH3:18])[CH2:10][CH2:11]2>>[O:1]=[C:2]1[CH:3]([CH2:19][OH:20])[CH2:4][CH2:5][C:6]12[CH2:7][CH2:8][N:9]([C:12](=[O:13])[O:14][C:15]([CH3:16])([CH3:17])[CH3:18])[CH2:10][CH2:11]2. Yields the product CC(C)(C)OC(=O)N1CCC2(CCC(CO)C2=O)CC1. Reactants: CO, CC1(C)CC(=NO)c2ccccc21, [H][H], [Pd]. The product is CC1(C)CC(N)c2ccccc21. As a reaction SMILES: [CH3:16][OH:17].[CH3:1][C:2]1([CH3:13])[CH2:3][C:4](=[N:11][OH:12])[c:5]2[cH:6][cH:7][cH:8][cH:9][c:10]21.[H:14][H:15].[Pd:18]>>[CH3:1][C:2]1([CH3:13])[CH2:3][CH:4]([NH2:11])[c:5]2[cH:6][cH:7][cH:8][cH:9][c:10]21. The reactants are NC1=NC(=NC(=N1)OC)C (2-amino-4-methoxy-6-methyl-1,3,5-triazine), COC(=O)C1=C(C=CC=C1)S(=O)(=O)N=C=O (2-methoxycarbonylbenzenesulfonylisocyanate). Solvent: C(Cl)Cl (methylene chloride). Product: COC1=NC(=NC(=N1)C)NC(=O)NS(=O)(=O)C1=C(C=CC=C1)C(=O)OC (N-[(4-Methoxy-6-methyl-1,3,5-triazin-2-yl)aminocarbonyl]-2-methoxycarbonylbenzenesulfonamide). RXN SMILES: [NH2:1][C:2]1[N:7]=[C:6]([O:8][CH3:9])[N:5]=[C:4]([CH3:10])[N:3]=1.[CH3:11][O:12][C:13]([C:15]1[CH:20]=[CH:19][CH:18]=[CH:17][C:16]=1[S:21]([N:24]=[C:25]=[O:26])(=[O:23])=[O:22])=[O:14]>C(Cl)Cl>[CH3:9][O:8][C:6]1[N:5]=[C:4]([CH3:10])[N:3]=[C:2]([NH:1][C:25]([NH:24][S:21]([C:16]2[CH:17]=[CH:18][CH:19]=[CH:20][C:15]=2[C:13]([O:12][CH3:11])=[O:14])(=[O:23])=[O:22])=[O:26])[N:7]=1. Procedure details: To an anhydrous suspension of 1.4 g of 2-amino-4-methoxy-6-methyl-1,3,5-triazine in 25 ml of methylene chloride was added with stirring at ambient temperature and pressure 2.4 g of 2-methoxycarbonylbenzenesulfonylisocyanate. The mixture was thereafter stirred for 16 hours and filtered. The filtrate was evaporated to dryness, the residue was triturated with butyl chloride and the product removed by filtration. The product thus obtained melted at 165°, and had absorption peaks in the infrared at 1...